From a dataset of the Open Reaction Database (ORD), a public repository of structured organic reaction records. describe an organic reaction: reactants, conditions, products, and yield Reactants: C(CCC)[Li] (n-butyl lithium), C(C1=CC=CC=C1)N1CCC(CC1)N(C1=NC=CC=C1C=O)CC (1-Benzyl-4-[N-ethyl-N-(3-(formyl)-2-pyridinyl)amino]piperidine). Reagents/catalysts: [Br-].C(C)[P+](C1=CC=CC=C1)(C1=CC=CC=C1)C1=CC=CC=C1 (ethyltriphenylphosphonium bromide). The product is C(C1=CC=CC=C1)N1CCC(CC1)N(C1=NC=CC=C1C=CC)CC (1-Benzyl-4-(N-ethyl-N-(3-(1-propenyl)-2-pyridinyl)amino)piperidine). RXN SMILES: [CH2:1]([Li])[CH2:2]CC.[CH2:6]([N:13]1[CH2:18][CH2:17][CH:16]([N:19]([CH2:28][CH3:29])[C:20]2[C:25]([CH:26]=O)=[CH:24][CH:23]=[CH:22][N:21]=2)[CH2:15][CH2:14]1)[C:7]1[CH:12]=[CH:11][CH:10]=[CH:9][CH:8]=1>[Br-].C([P+](C1C=CC=CC=1)(C1C=CC=CC=1)C1C=CC=CC=1)C>[CH2:6]([N:13]1[CH2:18][CH2:17][CH:16]([N:19]([CH2:28][CH3:29])[C:20]2[C:25]([CH:26]=[CH:1][CH3:2])=[CH:24][CH:23]=[CH:22][N:21]=2)[CH2:15][CH2:14]1)[C:7]1[CH:12]=[CH:11][CH:10]=[CH:9][CH:8]=1 |f:2.3|. Reported procedure: Following the general procedure of EXAMPLE 14 and making non-critical variations but starting with n-butyl lithium (1.6M, 1.16 ml, 1.86 mmol), ethyltriphenylphosphonium bromide (0.69 g, 1.86 mmol), and 1-benzyl-4-[N-ethyl-N-(3-(formyl)-2-pyridinyl)amino]piperidine (XXI, EXAMPLE 12, 0.40 g, 1.24 mmol), the title compound is obtained. The reactants are FC1=C(C=O)C(=CC=C1)C(F)(F)F (2-Fluoro-6-(trifluoromethyl)benzaldehyde), FCC(CC(=O)OC)=O (methyl 4-fluoro-3-oxobutanoate), NC(=CC(=O)OC(C)C)C (1-methylethyl 3-amino-2-butenoate). Run at time 2 hour. Yields the product FCC=1NC(=C(C(C1C(=O)OC)C1=C(C=CC=C1C(F)(F)F)F)C(=O)OC(C)C)C (3-Methyl 5-(1-methylethyl) 2-(fluoromethyl)-4-(2-fluoro-6-(trifluoromethyl)phenyl)-1,4-dihydro-6-methyl-3,5-pyridinedicarboxylate). Isolated yield 3.0%. RXN SMILES: [F:1][C:2]1[CH:9]=[CH:8][CH:7]=[C:6]([C:10]([F:13])([F:12])[F:11])[C:3]=1[CH:4]=O.[F:14][CH2:15][C:16](=O)[CH2:17][C:18]([O:20][CH3:21])=[O:19].[NH2:23][C:24]([CH3:32])=[CH:25][C:26]([O:28][CH:29]([CH3:31])[CH3:30])=[O:27]>>[F:14][CH2:15][C:16]1[NH:23][C:24]([CH3:32])=[C:25]([C:26]([O:28][CH:29]([CH3:31])[CH3:30])=[O:27])[CH:4]([C:3]2[C:6]([C:10]([F:13])([F:12])[F:11])=[CH:7][CH:8]=[CH:9][C:2]=2[F:1])[C:17]=1[C:18]([O:20][CH3:21])=[O:19]. Reported procedure: 2-Fluoro-6-(trifluoromethyl)benzaldehyde (1.51 g, 7.8 mmoles), methyl 4-fluoro-3-oxobutanoate (1.06 g, 7.8 mmoles) and 1-methylethyl 3-amino-2-butenoate (1.13 g, 7.8 mmoles) were heated at 90° under nitrogen with stirring for 2 hours. The cooled reaction mixture was chromatographed twice; first eluting with toluene/ethyl acetate mixtures and then with ethyl acetate/petroleum ether (60°-80°) mixtures. The title compound (0.1 g) was obtained on evaporation of the pure fractions mp 82°-4°.